This data is from the Open Reaction Database (ORD), a public repository of structured organic reaction records. The task is: describe an organic reaction: reactants, conditions, products, and yield Reactants: OC1CCC1, Cl, Cc1ccc(S(=O)(=O)Cl)cc1, c1ccncc1. Product: Cc1ccc(S(=O)(=O)OC2CCC2)cc1. RXN SMILES: [CH:1]1([OH:5])[CH2:2][CH2:3][CH2:4]1.[ClH:17].[c:6]1([CH3:16])[cH:7][cH:8][c:9]([S:12](=[O:13])(=[O:14])[Cl:15])[cH:10][cH:11]1.[cH:18]1[cH:19][cH:20][n:21][cH:22][cH:23]1>>[CH:1]1([O:5][S:12]([c:9]2[cH:8][cH:7][c:6]([CH3:16])[cH:11][cH:10]2)(=[O:13])=[O:14])[CH2:2][CH2:3][CH2:4]1. Starting materials: C(C)(C)(C)OC(=O)N(C=1SC=C(N1)C(C(=O)OCC)OC(C)C)CC1=CC=C(C=C1)OC (Ethyl 2-[2-[tert-butoxycarbonyl-[(4-methoxyphenyl)methyl]amino]thiazol-4-yl]-2-isopropoxy-acetate). The solvent is C(=O)(C(F)(F)F)O (TFA). Yields the product NC=1SC=C(N1)C(C(=O)OCC)OC(C)C (ethyl 2-(2-aminothiazol-4-yl)-2-isopropoxy-acetate). Isolated yield 75.0%. RXN SMILES: C(OC([N:8](CC1C=CC(OC)=CC=1)[C:9]1[S:10][CH:11]=[C:12]([CH:14]([O:20][CH:21]([CH3:23])[CH3:22])[C:15]([O:17][CH2:18][CH3:19])=[O:16])[N:13]=1)=O)(C)(C)C>C(O)(C(F)(F)F)=O>[NH2:8][C:9]1[S:10][CH:11]=[C:12]([CH:14]([O:20][CH:21]([CH3:22])[CH3:23])[C:15]([O:17][CH2:18][CH3:19])=[O:16])[N:13]=1. Reported procedure: Ethyl 2-[2-[tert-butoxycarbonyl-[(4-methoxyphenyl)methyl]amino]thiazol-4-yl]-2-isopropoxy-acetate (0.55 g, 1.2 mmol) was dissolved in TFA (7 mL). The reaction mixture was refluxed for 5 hours. TFA was removed under reduced pressure. The residue was diluted with water (10 mL) and ethyl acetate (15 mL) and basified with sodium bicarbonate. The organic layer was separated and aqueous layer was again extracted with ethyl acetate (15 mL). The combined organic layer was washed with brine, dried over s...